The task is: describe an organic reaction: reactants, conditions, products, and yield. This data is from the Open Reaction Database (ORD), a public repository of structured organic reaction records. Starting materials: N1=C(N=CC=C1)N1CCNCC1 (N-(2-pyrimidinyl)piperazine), O=C1NC=2C(=NC=3C=CC(=CC3C2)OCCCC(=O)O)N1 (4-[(2,3-dihydro-2-oxo-1H-imidazo[4,5-b]quinolin-7-yl)oxy]butyric acid). The product is O=C1NC=2C(=NC=3C=CC(=CC3C2)OCCCC(=O)N2CCN(CC2)C2=NC=CC=N2)N1 (1-[4-[(2,3-Dihydro-2-oxo-1H-imidazo[4,5-b]quinolin-7-yl)oxy]-1-oxobutyl]-4-(2-pyrimidinyl)piperazine), hydrated dihydrochloride. As a reaction SMILES: [N:1]1[CH:6]=[CH:5][CH:4]=[N:3][C:2]=1[N:7]1[CH2:12][CH2:11][NH:10][CH2:9][CH2:8]1.[O:13]=[C:14]1[NH:33][C:17]2=[N:18][C:19]3[CH:20]=[CH:21][C:22]([O:26][CH2:27][CH2:28][CH2:29][C:30](O)=[O:31])=[CH:23][C:24]=3[CH:25]=[C:16]2[NH:15]1>>[O:13]=[C:14]1[NH:33][C:17]2=[N:18][C:19]3[CH:20]=[CH:21][C:22]([O:26][CH2:27][CH2:28][CH2:29][C:30]([N:10]4[CH2:11][CH2:12][N:7]([C:2]5[N:3]=[CH:4][CH:5]=[CH:6][N:1]=5)[CH2:8][CH2:9]4)=[O:31])=[CH:23][C:24]=3[CH:25]=[C:16]2[NH:15]1. Reported procedure: Reaction of N-(2-pyrimidinyl)piperazine and 4-[(2,3-dihydro-2-oxo-1H-imidazo[4,5-b]quinolin-7-yl)oxy]butyric acid (2 g) analogously to the procedure of Example 4 gave the title compound as the hydrated dihydrochloride salt; yield 3.67 g (100%), m.p. 184°-187° C. Starting materials: CI, CN(C)C=O, Cn1ncc2c1ncn1c(S)nnc21, [K]. Product: CSc1nnc2c3cnn(C)c3ncn12. As a reaction SMILES: [CH3:16][I:17].[CH3:18][N:19]([CH3:20])[CH:21]=[O:22].[CH3:1][n:2]1[n:3][cH:4][c:5]2[c:6]3[n:7]([cH:8][n:9][c:10]12)[c:11]([SH:14])[n:12][n:13]3.[K:15]>>[CH3:1][n:2]1[n:3][cH:4][c:5]2[c:6]3[n:7]([cH:8][n:9][c:10]12)[c:11]([S:14][CH3:16])[n:12][n:13]3.